This data is from the Open Reaction Database (ORD), a public repository of structured organic reaction records. The task is: describe an organic reaction: reactants, conditions, products, and yield The reactants are N#Cc1ccc(OCC(O)CO)cc1, CS(=O)(=O)Cl, c1ccncc1. Product: CS(=O)(=O)OCC(O)COc1ccc(C#N)cc1. As a reaction SMILES: [C:1](#[N:2])[c:3]1[cH:4][cH:5][c:6]([O:7][CH2:8][CH:9]([CH2:10][OH:11])[OH:12])[cH:13][cH:14]1.[CH3:15][S:16]([Cl:17])(=[O:18])=[O:19].[cH:20]1[cH:21][cH:22][n:23][cH:24][cH:25]1>>[C:1](#[N:2])[c:3]1[cH:4][cH:5][c:6]([O:7][CH2:8][CH:9]([CH2:10][O:11][S:16]([CH3:15])(=[O:18])=[O:19])[OH:12])[cH:13][cH:14]1.